Dataset: the Open Reaction Database (ORD), a public repository of structured organic reaction records. Task: describe an organic reaction: reactants, conditions, products, and yield Reactants: NC=1C=CC2=C(C(=NCC(N2C)=O)C2=C(C=CC=C2)F)C1 (7-amino-5-(o-fluorophenyl)-1,3-dihydro-1-methyl-2H-1,4-benzodiazepin-2-one), O (water), C([O-])([O-])=O.[K+].[K+] (potassium carbonate), CN(C(=O)Cl)C (dimethylcarbamoyl chloride). Run in C(Cl)Cl (methylene chloride). Reaction conditions: temperature 20 celsius, time 14 day. Product: FC1=C(C=CC=C1)C1=NCC(N(C2=C1C=C(C=C2)NC(N(C)C)=O)C)=O (3-[5-(o-fluorophenyl)-2,3-dihydro-1-methyl-2-oxo-1H-1,4-benzodiazepin-7-yl]-1,1-dimethylurea). As a reaction SMILES: [NH2:1][C:2]1[CH:3]=[CH:4][C:5]2[N:11]([CH3:12])[C:10](=[O:13])[CH2:9][N:8]=[C:7]([C:14]3[CH:19]=[CH:18][CH:17]=[CH:16][C:15]=3[F:20])[C:6]=2[CH:21]=1.C(=O)([O-])[O-].[K+].[K+].[CH3:28][N:29]([CH3:33])[C:30](Cl)=[O:31].O>C(Cl)Cl>[F:20][C:15]1[CH:16]=[CH:17][CH:18]=[CH:19][C:14]=1[C:7]1[C:6]2[CH:21]=[C:2]([NH:1][C:30](=[O:31])[N:29]([CH3:33])[CH3:28])[CH:3]=[CH:4][C:5]=2[N:11]([CH3:12])[C:10](=[O:13])[CH2:9][N:8]=1 |f:1.2.3|. Procedure: 4.2 g (0.015 M) of 7-amino-5-(o-fluorophenyl)-1,3-dihydro-1-methyl-2H-1,4-benzodiazepin-2-one are suspended in 60 ml of absolute methylene chloride, treated with 2.1 g of powdered potassium carbonate and 1.6 ml of dimethylcarbamoyl chloride and stirred at 20° C. for 14 days. The mixture is then poured on to a mixture of ice and water, extracted with methylene chloride and the organic phase is washed 2-3 times with water, dried with sodium sulphate, filtered and concentrated. The residue is purif... Reactants: C(C)(C)(C)N1N=CC(=C(C1=O)Cl)S (2-t-butyl-4-chloro-5-mercapto-3(2H)-pyridazinone), CC1=C(OCCBr)C(=CC=C1)C (2-(2',6'-dimethylphenoxy)ethyl bromide), O (water), C([O-])([O-])=O.[Na+].[Na+] (sodium carbonate). Run in CN(C=O)C (N,N-dimethylformamide). Product: C(C)(C)(C)N1N=CC(=C(C1=O)Cl)SCCOC1=C(C=CC=C1C)C (2-t-butyl-4-chloro-5-(2'-[2",6"-dimethylphenoxy) ethylthio]-3-(2H)-pyridazinone). The yield is 95.0%. RXN SMILES: [C:1]([N:5]1[C:10](=[O:11])[C:9]([Cl:12])=[C:8]([SH:13])[CH:7]=[N:6]1)([CH3:4])([CH3:3])[CH3:2].[CH3:14][C:15]1[CH:24]=[CH:23][CH:22]=[C:21]([CH3:25])[C:16]=1[O:17][CH2:18][CH2:19]Br.C(=O)([O-])[O-].[Na+].[Na+].O>CN(C)C=O>[C:1]([N:5]1[C:10](=[O:11])[C:9]([Cl:12])=[C:8]([S:13][CH2:19][CH2:18][O:17][C:16]2[C:21]([CH3:25])=[CH:22][CH:23]=[CH:24][C:15]=2[CH3:14])[CH:7]=[N:6]1)([CH3:4])([CH3:2])[CH3:3] |f:2.3.4|. Reported procedure: In 30 mm of N,N-dimethylformamide was dissolved 2.2 g of 2-t-butyl-4-chloro-5-mercapto-3(2H)-pyridazinone and 2.3 g of 2-(2',6'-dimethylphenoxy)ethyl bromide, and thereto were added 1.1 g of anhydrous sodium carbonate. The resulting solution was stirred at room temperature for fifteen hours. This solution was poured into water and extracted with diethyl ether. The organic layer was dried over anhydrous sodium sulfate and freed of solvent under reduced pressure to give crystals. The crystals thus... Reactants: COC1=CC=C(C=C1)S(=O)(=O)C=1C(=NC(=CC1)C)NC1=C(C=C(C=C1C)C)C ([3-(4-Methoxybenzenesulfonyl)-6-methyl-pyridin-2-yl]-(2,4,6-trimethylphenyl)-amine), C(=O)([O-])[O-].[Na+].[Na+] (Na2CO3). The solvent is Br (HBr), O (water). The product is CC1=CC=C(C(=N1)NC1=C(C=C(C=C1C)C)C)S(=O)(=O)C1=CC=C(C=C1)O (4-[6-methyl-2-(2,4,6-trimethylphenylamino)-pyridine-3-sulfonyl]-phenol). Isolated yield 89.8%. Reaction SMILES: C[O:2][C:3]1[CH:8]=[CH:7][C:6]([S:9]([C:12]2[C:13]([NH:19][C:20]3[C:25]([CH3:26])=[CH:24][C:23]([CH3:27])=[CH:22][C:21]=3[CH3:28])=[N:14][C:15]([CH3:18])=[CH:16][CH:17]=2)(=[O:11])=[O:10])=[CH:5][CH:4]=1.C([O-])([O-])=O.[Na+].[Na+]>Br.O>[CH3:18][C:15]1[N:14]=[C:13]([NH:19][C:20]2[C:25]([CH3:26])=[CH:24][C:23]([CH3:27])=[CH:22][C:21]=2[CH3:28])[C:12]([S:9]([C:6]2[CH:5]=[CH:4][C:3]([OH:2])=[CH:8][CH:7]=2)(=[O:11])=[O:10])=[CH:17][CH:16]=1 |f:1.2.3|. Reported procedure: [3-(4-Methoxybenzenesulfonyl)-6-methyl-pyridin-2-yl]-(2,4,6-trimethylphenyl)-amine from Example 9 (3.0 g, 7.57 mmol) was heated in 48% HBr (40 mL) at 110° C. for 48 h. After cooling it was diluted with water (100 mL) and neutralized with Na2CO3. Then it was extracted with EtOAc (3×100 mL each) and the combined organic extracts were dried and stripped in vacuo. The residue was washed with ether to give 4-[6-methyl-2-(2,4,6-trimethylphenylamino)-pyridine-3-sulfonyl]-phenol as a solid (2.6 g), mp 2... Starting materials: [Cl-].[Na+] (sodium chloride), S(=O)(=O)([O-])OOS(=O)(=O)[O-].[NH4+].[NH4+] (ammonium persulfate), ice, S(O)(O)(=O)=O (sulfuric acid), IC1=CC=C(C=C1)C (4-iodo toluene). The solvent is O (water), C1(=CC=CC=C1)C (toluene), C(C)(=O)O (acetic acid). Run at temperature 20 celsius, time 15 hour. Yields the product [Cl-].C1(=CC=C(C=C1)[I+]C1=CC=C(C=C1)C)C (di-p-tolyl iodonium chloride), crystals. Isolated yield 46.0%. Reaction SMILES: S(=O)(=O)(O)O.S(OOS([O-])(=O)=O)([O-])(=O)=O.[NH4+].[NH4+].[I:18][C:19]1[CH:24]=[CH:23][C:22]([CH3:25])=[CH:21][CH:20]=1.[Cl-:26].[Na+]>O.C1(C)C=CC=CC=1.C(O)(=O)C>[Cl-:26].[C:22]1([CH3:25])[CH:23]=[CH:24][C:19]([I+:18][C:19]2[CH:24]=[CH:23][C:22]([CH3:25])=[CH:21][CH:20]=2)=[CH:20][CH:21]=1 |f:1.2.3,5.6,10.11|. Procedure details: A reaction vessel was fed with 6.35 g of ice and 20 g of sulfuric acid, and cooled to 20° C. Then, 30 g of glacial acetic acid was fed, 41 g of ammonium persulfate were added at 25° C. or lower. After cooling this mixture to 15° C., a mixture of 21.8 g of 4-iodo toluene and 36.8 g of toluene were added dropwise over 2 hours, while keeping the temperature of the solution at 20° C. After stirring at 20° C. for 15 hours, 135 g of water with 35% in mass of sodium chloride was added, the deposited so... Reactants: C(C)(=O)OCC(CCC1=C(C=C(C=C1)C1=C(C=C(C=C1)SC1=CC=C(C=C1)C)F)Cl)(COC(C)=O)NC(C)=O (N-[1,1-Bis(acetoxymethyl)-3-[3-chloro-2′-fluoro-4′-(4-methylphenylthio)biphenyl-4-yl]propyl]acetamide), Cl (hydrochloric acid). Solvent: C(C)O (ethanol). Reaction conditions: temperature 75 celsius, time 3 hour. Product: NC(CO)(CO)CCC1=C(C=C(C=C1)C1=C(C=C(C=C1)SC1=CC=C(C=C1)C)F)Cl (2-amino-2-{2-[3-chloro-2′-fluoro-4′-(4-methylphenylthio)biphenyl-4-yl]ethyl}propane-1,3-diol). The yield is 56.7%. RXN SMILES: C([O:4][CH2:5][C:6]([NH:36]C(=O)C)([CH2:31][O:32]C(=O)C)[CH2:7][CH2:8][C:9]1[CH:14]=[CH:13][C:12]([C:15]2[CH:20]=[CH:19][C:18]([S:21][C:22]3[CH:27]=[CH:26][C:25]([CH3:28])=[CH:24][CH:23]=3)=[CH:17][C:16]=2[F:29])=[CH:11][C:10]=1[Cl:30])(=O)C.Cl>C(O)C>[NH2:36][C:6]([CH2:7][CH2:8][C:9]1[CH:14]=[CH:13][C:12]([C:15]2[CH:20]=[CH:19][C:18]([S:21][C:22]3[CH:23]=[CH:24][C:25]([CH3:28])=[CH:26][CH:27]=3)=[CH:17][C:16]=2[F:29])=[CH:11][C:10]=1[Cl:30])([CH2:31][OH:32])[CH2:5][OH:4]. Procedure: N-[1,1-Bis(acetoxymethyl)-3-[3-chloro-2′-fluoro-4′-(4-methylphenylthio)biphenyl-4-yl]propyl]acetamide (0.24 g) was dissolved in ethanol (4 mL), concentrated hydrochloric acid (2 mL) was added, and the mixture was stirred at 75° C. for 3 hr. The reaction mixture was concentrated, aqueous potassium carbonate solution was added to the residue, and the precipitated crystals were collected by filtration. The crude crystals were purified by preparative HPLC to give the title compound (106 mg) as white... The reactants are C(C)(C)(C)C1=CC=C(CNCCC2=C(C(=CC=C2)Cl)F)C=C1 ((4-tert-butyl-benzyl)-[2-(3-chloro-2-fluoro-phenyl)-ethyl]-amine), FC=1C=C2C=CNC2=C(C1F)C(=O)O (5,6-difluoro-1H-indole-7-carboxylic acid), CN(C)C(=[N+](C)C)ON1C2=C(C=CC=C2)N=N1.[B-](F)(F)(F)F (TBTU), C(C)(C)N(C(C)C)CC (N,N-diisopropylethyl amine). Run in CN(C)C=O (DMF), O (water), CN(C)C=O (DMF). Run at time 5 minute. Product: C(C)(C)(C)C1=CC=C(CN(C(=O)C=2C(=C(C=C3C=CNC23)F)F)CCC2=C(C(=CC=C2)Cl)F)C=C1 (5,6-Difluoro-1H-indole-7-carboxylic acid (4-tert-butyl-benzyl)-[2-(3-chloro-2-fluoro-phenyl)-ethyl]-amide). The yield is 52.1%. Reaction SMILES: [F:1][C:2]1[CH:3]=[C:4]2[C:8](=[C:9]([C:12]([OH:14])=O)[C:10]=1[F:11])[NH:7][CH:6]=[CH:5]2.CN(C(ON1N=NC2C=CC=CC1=2)=[N+](C)C)C.[B-](F)(F)(F)F.C(N(CC)C(C)C)(C)C.[C:46]([C:50]1[CH:67]=[CH:66][C:53]([CH2:54][NH:55][CH2:56][CH2:57][C:58]2[CH:63]=[CH:62][CH:61]=[C:60]([Cl:64])[C:59]=2[F:65])=[CH:52][CH:51]=1)([CH3:49])([CH3:48])[CH3:47]>CN(C=O)C.O>[C:46]([C:50]1[CH:67]=[CH:66][C:53]([CH2:54][N:55]([CH2:56][CH2:57][C:58]2[CH:63]=[CH:62][CH:61]=[C:60]([Cl:64])[C:59]=2[F:65])[C:12]([C:9]2[C:10]([F:11])=[C:2]([F:1])[CH:3]=[C:4]3[C:8]=2[NH:7][CH:6]=[CH:5]3)=[O:14])=[CH:52][CH:51]=1)([CH3:49])([CH3:47])[CH3:48] |f:1.2|. Procedure: To a solution of 59 mg (0.3 mmol) of 5,6-difluoro-1H-indole-7-carboxylic acid and 96 mg of TBTU (0.3 mmol) in 3 ml DMF, were added 0.26 ml (1.5 mmol) of N,N-diisopropylethyl amine. After stirring for 5 min at rt, 96 mg (0.3 mmol) of (4-tert-butyl-benzyl)-[2-(3-chloro-2-fluoro-phenyl)-ethyl]-amine in 2 ml DMF were added. After stirring for 23 h at rt, the reaction mixture was diluted with 50 ml water and extracted with EtOAc (2×). The combined organic phases were washed with water and brine, drie... Reactants: ClCC1=C(C=CC(=C1)[N+](=O)[O-])O (2-chloromethyl-4-nitrophenol), CN1C=NC=C1 (1-methyl-1H-imidazole), yellow crystals. Yields the product [Cl-].OC1=C(C[N+]2=CN(C=C2)C)C=C(C=C1)[N+](=O)[O-] (1-(2-Hydroxy-5-nitrobenzyl)-3-methyl-3H-imidazol-1-ium Chloride). RXN SMILES: [Cl:1][CH2:2][C:3]1[CH:8]=[C:7]([N+:9]([O-:11])=[O:10])[CH:6]=[CH:5][C:4]=1[OH:12].[CH3:13][N:14]1[CH:18]=[CH:17][N:16]=[CH:15]1>>[Cl-:1].[OH:12][C:4]1[CH:5]=[CH:6][C:7]([N+:9]([O-:11])=[O:10])=[CH:8][C:3]=1[CH2:2][N+:16]1[CH:17]=[CH:18][N:14]([CH3:13])[CH:15]=1 |f:2.3|. Reported procedure: Starting with 56.3 g (0.3 mol) of 2-chloromethyl-4-nitrophenol and 29.6 g (0.36 mol) of 1-methyl-1H-imidazole, 65.1 g of yellow crystals melting with decomposition at 250-260° C. (Kofler) were obtained, the elemental analysis of which, calculated for C11H12N3O3Cl, was: Reactants: CO, C[Si](C)(C)CCCC(=O)NCC(CC1CCCCC1)Nc1c(N2CCCC(C(OCCC3CC3)c3ccccc3)C2)c(=O)c1=O, Cl, C1COCCO1. Yields the product NCC(CC1CCCCC1)Nc1c(N2CCCC(C(OCCC3CC3)c3ccccc3)C2)c(=O)c1=O, Cl. RXN SMILES: [CH3:53][OH:54].[CH:1]1([CH2:4][CH2:5][O:6][CH:7]([CH:8]2[CH2:9][N:10]([c:14]3[c:15]([NH:20][CH:21]([CH2:22][NH:23][C:24](=[O:25])[CH2:26][CH2:27][CH2:28][Si:29]([CH3:30])([CH3:31])[CH3:32])[CH2:33][CH:34]4[CH2:35][CH2:36][CH2:37][CH2:38][CH2:39]4)[c:16](=[O:19])[c:17]3=[O:18])[CH2:11][CH2:12][CH2:13]2)[c:40]2[cH:41][cH:42][cH:43][cH:44][cH:45]2)[CH2:2][CH2:3]1.[ClH:46].[O:47]1[CH2:48][CH2:49][O:50][CH2:51][CH2:52]1>>[CH:1]1([CH2:4][CH2:5][O:6][CH:7]([CH:8]2[CH2:9][N:10]([c:14]3[c:15]([NH:20][CH:21]([CH2:22][NH2:23])[CH2:33][CH:34]4[CH2:35][CH2:36][CH2:37][CH2:38][CH2:39]4)[c:16](=[O:19])[c:17]3=[O:18])[CH2:11][CH2:12][CH2:13]2)[c:40]2[cH:41][cH:42][cH:43][cH:44][cH:45]2)[CH2:2][CH2:3]1.[ClH:46]. The reactants are ClCCl, CS(=O)(=O)Cl, [Cl-], [NH4+], COc1ccc2c(c1)OCC(C)(c1ccncc1)C2CCCCCCCCCO. Yields the product COc1ccc2c(c1)OCC(C)(c1ccncc1)C2CCCCCCCCCOS(C)(=O)=O. RXN SMILES: [CH2:37]([Cl:38])[Cl:39].[CH3:30][S:31]([Cl:32])(=[O:33])=[O:34].[Cl-:35].[NH4+:36].[OH:1][CH2:2][CH2:3][CH2:4][CH2:5][CH2:6][CH2:7][CH2:8][CH2:9][CH2:10][CH:11]1[C:12]([c:23]2[cH:24][cH:25][n:26][cH:27][cH:28]2)([CH3:29])[CH2:13][O:14][c:15]2[cH:16][c:17]([O:21][CH3:22])[cH:18][cH:19][c:20]21>>[O:1]([CH2:2][CH2:3][CH2:4][CH2:5][CH2:6][CH2:7][CH2:8][CH2:9][CH2:10][CH:11]1[C:12]([c:23]2[cH:24][cH:25][n:26][cH:27][cH:28]2)([CH3:29])[CH2:13][O:14][c:15]2[cH:16][c:17]([O:21][CH3:22])[cH:18][cH:19][c:20]21)[S:31]([CH3:30])(=[O:33])=[O:34]. The reactants are BrC=1C(=C(C(=[N+](C1)[O-])C)Cl)C (5-bromo-3-chloro-2,4-dimethylpyridine 1-oxide), ClCCl (dichloromethane), FC(C(=O)OC(C(F)(F)F)=O)(F)F (trifluoroacetic anhydride), Cl (HCl), FC(C(=O)OC(C(F)(F)F)=O)(F)F (Trifluoroacetic anhydride), C([O-])([O-])=O.[K+].[K+] (potassium carbonate), [OH-].[Na+] (sodium hydroxide), O (water), C([O-])(O)=O.[Na+] (sodium bicarbonate). Reaction conditions: time 20 hour. Yields the product BrC=1C(=C(C(=NC1)CO)Cl)C ((5-bromo-3-chloro-4-methylpyridin-2-yl)methanol). The yield is 68.5%. RXN SMILES: [Br:1][C:2]1[C:3]([CH3:11])=[C:4]([Cl:10])[C:5]([CH3:9])=[N+:6]([O-])[CH:7]=1.ClCCl.FC(F)(F)C(OC(=O)C(F)(F)F)=[O:18].C(=O)([O-])[O-].[K+].[K+].[OH-].[Na+].O.Cl.C(=O)(O)[O-].[Na+]>>[Br:1][C:2]1[C:3]([CH3:11])=[C:4]([Cl:10])[C:5]([CH2:9][OH:18])=[N:6][CH:7]=1 |f:3.4.5,6.7,10.11|. Procedure: To a solution of 5-bromo-3-chloro-2,4-dimethylpyridine 1-oxide (373 mg; 1.5772 mmol) in dichloromethane (10 mL; 156.0 mmol) was added trifluoroacetic anhydride (0.70 mL; 5.0 mmol). The reaction mixture was stirred at room temperature for 20 hours. Trifluoroacetic anhydride (0.5 mL; 4 mmol) was then added and the reaction mixture stirred for an additional 4 hours at room temperature. The reaction mixture was poured into 2M aqueous potassium carbonate and extracted twice with dichloromethane. The ...